Task: describe an organic reaction: reactants, conditions, products, and yield. Dataset: the Open Reaction Database (ORD), a public repository of structured organic reaction records RXN SMILES: Cl.C(OC(=O)C(NC1C=CC(C(=N)N)=CC=1)C1C=C(OCC)C(OCCO)=CC=1F)C.[CH2:32]([O:34][C:35](=[O:69])[CH:36]([NH:51][C:52]1[CH:57]=[CH:56][C:55]([C:58]([NH2:68])=[N:59][C:60]([O:62][CH2:63][C:64]([Cl:67])([Cl:66])[Cl:65])=[O:61])=[CH:54][CH:53]=1)[C:37]1[CH:42]=[C:41]([O:43][CH2:44][CH3:45])[C:40]([O:46][CH2:47][CH2:48][OH:49])=[CH:39][C:38]=1[F:50])[CH3:33].ClC(OCC(Cl)(Cl)Cl)=O>>[CH2:32]([O:34][C:35](=[O:69])[C@@H:36]([NH:51][C:52]1[CH:57]=[CH:56][C:55]([C:58]([NH2:68])=[N:59][C:60]([O:62][CH2:63][C:64]([Cl:66])([Cl:67])[Cl:65])=[O:61])=[CH:54][CH:53]=1)[C:37]1[CH:42]=[C:41]([O:43][CH2:44][CH3:45])[C:40]([O:46][CH2:47][CH2:48][OH:49])=[CH:39][C:38]=1[F:50])[CH3:33].[CH2:32]([O:34][C:35](=[O:69])[C@H:36]([NH:51][C:52]1[CH:57]=[CH:56][C:55]([C:58]([NH2:68])=[N:59][C:60]([O:62][CH2:63][C:64]([Cl:66])([Cl:67])[Cl:65])=[O:61])=[CH:54][CH:53]=1)[C:37]1[CH:42]=[C:41]([O:43][CH2:44][CH3:45])[C:40]([O:46][CH2:47][CH2:48][OH:49])=[CH:39][C:38]=1[F:50])[CH3:33] |f:0.1|. Starting materials: Cl.C(C)OC(C(C1=C(C=C(C(=C1)OCC)OCCO)F)NC1=CC=C(C=C1)C(N)=N)=O ((RS)-(4-carbamimidoyl-phenylamino)-[5-ethoxy-2-fluoro-4-(2-hydroxy-ethoxy)-phenyl]-acetic acid ethyl ester hydrochloride), C(C)OC(C(C1=C(C=C(C(=C1)OCC)OCCO)F)NC1=CC=C(C=C1)C(=NC(=O)OCC(Cl)(Cl)Cl)N)=O ((RS)-{4-[amino-(2,2,2-trichloro-ethoxycarbonylimino)-methyl]-phenylamino}-[5-ethoxy-2-fluoro-4-(2-hydroxy-ethoxy)-phenyl]-acetic acid ethyl ester), ClC(=O)OCC(Cl)(Cl)Cl (2,2,2-trichloroethyl chloroformate). Procedure details: In analogy to example 1.10, the (RS)-(4-carbamimidoyl-phenylamino)-[5-ethoxy-2-fluoro-4-(2-hydroxy-ethoxy)-phenyl]-acetic acid ethyl ester hydrochloride described in example 1.6 was converted to (RS)-{4-[amino-(2,2,2-trichloro-ethoxycarbonylimino)-methyl]-phenylamino}-[5-ethoxy-2-fluoro-4-(2-hydroxy-ethoxy)-phenyl]-acetic acid ethyl ester by a reaction with 2,2,2-trichloroethyl chloroformate. MS: 596 ([M+H]+) This compound was separated into the enantiomers by preparative HPLC on a chiral statio... Product: C(C)OC([C@H](C1=C(C=C(C(=C1)OCC)OCCO)F)NC1=CC=C(C=C1)C(=NC(=O)OCC(Cl)(Cl)Cl)N)=O ((S)-{4-[amino-(2,2,2-trichloro-ethoxycarbonylimino)-methyl]-phenylamino}-[5-ethoxy-2-fluoro-4-(2-hydroxy-ethoxy)-phenyl]-acetic acid ethyl ester), C(C)OC([C@@H](C1=C(C=C(C(=C1)OCC)OCCO)F)NC1=CC=C(C=C1)C(=NC(=O)OCC(Cl)(Cl)Cl)N)=O ((R)-{4-[amino-(2,2,2-trichloro-ethoxycarbonylimino)-methyl]-phenylamino}-[5-ethoxy-2-fluoro-4-(2-hydroxy-ethoxy)-phenyl]-acetic acid ethyl ester). The reactants are ice, NC1=C(C2=C(CNCC2)S1)C(C1=CC=CC=C1)=O (2-amino-3-benzoyl4,5,6,7-tetrahydrothieno[2,3-c]pyridine), N([C@@H](CC1=CC=C(C=C1)O)C(=O)O)C(=O)OC(C)(C)C (BOC-Tyr-OH), CCN=C=NCCCN(C)C.Cl (EDCl). Solvent: CN(C)C=O (DMF), C([O-])(O)=O.[Na+] (sodium bicarbonate). Conditions: time 8 hour. The product is NC1=C(C2=C(CN(CC2)C(C(CC2=CC=C(C=C2)O)NC(=O)OC(C)(C)C)=O)S1)C(C1=CC=CC=C1)=O (2-amino-3-benzoyl-6-[2-t-butoxycarbonylamino-3-(4-hydroxyphenyl)-propion-yl]-4,5,6,7-tetrahydrothieno[2,3-c]pyridine). The yield is 84.0%. As a reaction SMILES: [NH2:1][C:2]1[S:10][C:5]2[CH2:6][NH:7][CH2:8][CH2:9][C:4]=2[C:3]=1[C:11](=[O:18])[C:12]1[CH:17]=[CH:16][CH:15]=[CH:14][CH:13]=1.[NH:19]([C:32]([O:34][C:35]([CH3:38])([CH3:37])[CH3:36])=[O:33])[C@H:20]([C:29](O)=[O:30])[CH2:21][C:22]1[CH:27]=[CH:26][C:25]([OH:28])=[CH:24][CH:23]=1.CCN=C=NCCCN(C)C.Cl>CN(C=O)C.C(=O)(O)[O-].[Na+]>[NH2:1][C:2]1[S:10][C:5]2[CH2:6][N:7]([C:29](=[O:30])[CH:20]([NH:19][C:32]([O:34][C:35]([CH3:37])([CH3:36])[CH3:38])=[O:33])[CH2:21][C:22]3[CH:23]=[CH:24][C:25]([OH:28])=[CH:26][CH:27]=3)[CH2:8][CH2:9][C:4]=2[C:3]=1[C:11](=[O:18])[C:12]1[CH:13]=[CH:14][CH:15]=[CH:16][CH:17]=1 |f:2.3,5.6|. Procedure: To an ice-cooled and stirred solution of 2-amino-3-benzoyl4,5,6,7-tetrahydrothieno[2,3-c]pyridine (0.775 mmol) in dry DMF (11 mL), was added BOC-Tyr-OH (0.08 mmol) and EDCl (0.08, 0.445 g) under an argon atmosphere. After stirring overnight, the mixture was evaporated under vacuum to give a solid residue, which was dissolved in a saturated sodium bicarbonate solution and is extracted with ethyl acetate (3×20 mL), then dried on magnesium sulfate. The organic layers were evaporated under vacuum to... Starting materials: CI (methyl iodide), [Si](C)(C)(C(C)(C)C)OC1CC(=C(C(C1)(C)C)C=CC(C)=O)C (4-[4-(t-butyldimethylsilyl)oxy-2,6,6-trimethylcyclohex-1-enyl]-but-3-en-2-one), C(CCC)[Li] (n-butyl lithium), C(C)(C)NC(C)C (diisopropylamine), [Li+].CC(C)[N-]C(C)C (LDA), [Cl-].[NH4+] (ammonium chloride). Run in C1CCOC1 (THF), C1CCOC1 (THF), CN(P(N(C)C)(N(C)C)=O)C (hexamethylphosphoric triamide), CCCCCC (n-hexane), C1CCOC1 (THF). Run at temperature -78 celsius, time 30 minute. The product is [Si](C)(C)(C(C)(C)C)OC1CC(=C(C(C1)(C)C)C=CC(CC)=O)C (1-[4-(t-butyldimethylsilyl)oxy-2,6,6-trimethylcyclohex-1-enyl]pent-1-en-3-one). Yield: 63.0%. Reaction SMILES: [CH:1](NC(C)C)(C)C.C([Li])CCC.[Li+].CC([N-]C(C)C)C.[Si:21]([O:28][CH:29]1[CH2:34][C:33]([CH3:36])([CH3:35])[C:32]([CH:37]=[CH:38][C:39](=[O:41])[CH3:40])=[C:31]([CH3:42])[CH2:30]1)([C:24]([CH3:27])([CH3:26])[CH3:25])([CH3:23])[CH3:22].CI.[Cl-].[NH4+]>C1COCC1.CN(C)P(=O)(N(C)C)N(C)C.CCCCCC>[Si:21]([O:28][CH:29]1[CH2:34][C:33]([CH3:35])([CH3:36])[C:32]([CH:37]=[CH:38][C:39](=[O:41])[CH2:40][CH3:1])=[C:31]([CH3:42])[CH2:30]1)([C:24]([CH3:27])([CH3:26])[CH3:25])([CH3:23])[CH3:22] |f:2.3,6.7|. Procedure: To 3 ml of an anhydrous THF solution containing 375 mg of diisopropylamine was added 2.3 ml of a 1.6M n-hexane solution of n-butyl lithium at 0° C. in a nitrogen atmosphere to prepare LDA in the usual manner. The reaction mixture was cooled to -78° C., and 111 mg of hexamethylphosphoric triamide was added thereto. To the cooled mixture was dropwise added 10 ml of an anhydrous THF solution containing 1.0 g of 4-[4-(t-butyldimethylsilyl)oxy-2,6,6-trimethylcyclohex-1-enyl]-but-3-en-2-one. After the... The reactants are CN(C)CC1=NC(=CC=C1O)C (2-dimethylaminomethyl-3-hydroxy-6-methylpyridine), N1C=NC=C1 (imidazole). Run in C=1(C(=CC=CC1)C)C (xylene). Yields the product N1(C=NC=C1)CC1=NC(=CC=C1O)C (2-(imidazol-1-ylmethyl)-3-hydroxy-6-methylpyridine). The yield is 76.3%. Reaction SMILES: [CH3:1][N:2]([CH2:4][C:5]1[C:10]([OH:11])=[CH:9][CH:8]=[C:7]([CH3:12])[N:6]=1)[CH3:3].[NH:13]1C=CN=[CH:14]1>C1(C)C(C)=CC=CC=1>[N:2]1([CH2:4][C:5]2[C:10]([OH:11])=[CH:9][CH:8]=[C:7]([CH3:12])[N:6]=2)[CH:1]=[CH:14][N:13]=[CH:3]1. Procedure details: The procedure described in Example 1 was repeated except that 2-dimethylaminomethyl-3-hydroxy-6-methylpyridine (16.6 g.) and imidazole (6.8 g.) were reacted in xylene (50 ml.) to afford 2-(imidazol-1-ylmethyl)-3-hydroxy-6-methylpyridine (yield, 14.42 g.), m.p. 153°-155° C. after recrystallization from isopropanol/petroleum ether (b.p. 60°-80° C.).